This data is from the Open Reaction Database (ORD), a public repository of structured organic reaction records. The task is: describe an organic reaction: reactants, conditions, products, and yield Reactants: ClC=1C=C(C=CC1O)NC1=NC=CC(=N1)C=1C(=NN2C1C=CC=C2)C=2C=C(C=CC2)NC(C2=C(C=CC=C2F)F)=O (N-[3-(3-{2-[(3-chloro-4-hydroxyphenyl)amino]-4-pyrimidinyl}pyrazolo[1,5-a]pyridin-2-yl)phenyl]-2,6-difluorobenzamide), Cl.ClCCN1CCOCC1 (4-(2-chloroethyl)morpholine hydrochloride). The product is ClC=1C=C(C=CC1OCCOC)NC1=NC=CC(=N1)C=1C(=NN2C1C=CC=C2)C=2C=C(C=CC2)NC(C2=C(C=CC=C2F)F)=O (N-[3-(3-{2-[(3-Chloro-4-{[2-(methyloxy)ethyl]oxy}phenyl)amino]-4-pyrimidinyl}pyrazolo[1,5-a]pyridin-2-yl)phenyl]-2,6-difluorobenzamide). Reaction SMILES: [Cl:1][C:2]1[CH:3]=[C:4]([NH:9][C:10]2[N:15]=[C:14]([C:16]3[C:17]([C:25]4[CH:26]=[C:27]([NH:31][C:32](=[O:41])[C:33]5[C:38]([F:39])=[CH:37][CH:36]=[CH:35][C:34]=5[F:40])[CH:28]=[CH:29][CH:30]=4)=[N:18][N:19]4[CH:24]=[CH:23][CH:22]=[CH:21][C:20]=34)[CH:13]=[CH:12][N:11]=2)[CH:5]=[CH:6][C:7]=1[OH:8].Cl.ClCCN1C[CH2:50][O:49][CH2:48][CH2:47]1>>[Cl:1][C:2]1[CH:3]=[C:4]([NH:9][C:10]2[N:15]=[C:14]([C:16]3[C:17]([C:25]4[CH:26]=[C:27]([NH:31][C:32](=[O:41])[C:33]5[C:38]([F:39])=[CH:37][CH:36]=[CH:35][C:34]=5[F:40])[CH:28]=[CH:29][CH:30]=4)=[N:18][N:19]4[CH:24]=[CH:23][CH:22]=[CH:21][C:20]=34)[CH:13]=[CH:12][N:11]=2)[CH:5]=[CH:6][C:7]=1[O:8][CH2:47][CH2:48][O:49][CH3:50] |f:1.2|. Procedure details: The title compound was prepared from N-[3-(3-{2-[(3-chloro-4-hydroxyphenyl)amino]-4-pyrimidinyl}pyrazolo[1,5-a]pyridin-2-yl)phenyl]-2,6-difluorobenzamide and 4-(2-chloroethyl)morpholine hydrochloride in a manner analogous to Example 126. 1H NMR (300 MHz, DMSO-d6): δ 10.92 (s, 1H), 9.53 (s, 1H), 8.83 (d, 1H), 8.43 (d, 1H), 8.25 (d, 1H), 8.00 (s, 1H), 7.93 (m, 1H), 7.80 (d, 1H), 7.58 (m, 1H), 7.54-7.44 (m, 3H), 7.33 (d, 1H), 7.24 (m, 2H), 7.11 (m, 1H), 7.05 (d, 1H), 6.52 (d, 1H), 4.10 (m, 2H), 3.5...